From a dataset of the Open Reaction Database (ORD), a public repository of structured organic reaction records. describe an organic reaction: reactants, conditions, products, and yield Reactants: CO, Cl, NNC(N)=S, CC(=O)NCC(=O)c1ccccc1, O. Yields the product CC(=O)NCC(=NNC(N)=S)c1ccccc1. Reaction SMILES: [CH3:21][OH:22].[ClH:19].[NH2:1][NH:2][C:3](=[S:4])[NH2:5].[O:6]=[C:7]([CH2:8][NH:9][C:10]([CH3:11])=[O:12])[c:13]1[cH:14][cH:15][cH:16][cH:17][cH:18]1.[OH2:20]>>[N:1]([NH:2][C:3](=[S:4])[NH2:5])=[C:7]([CH2:8][NH:9][C:10]([CH3:11])=[O:12])[c:13]1[cH:14][cH:15][cH:16][cH:17][cH:18]1. The reactants are C12C(CC(CC1)C2)C(C(S(=O)(=O)[O-])(F)F)(F)F.[Na+] (sodium 2-(bicyclo[2.2.1]heptan-2-yl)tetrafluoroethane sulfonate), CS(=O)(=O)[O-].C(CCC)OC=1C=C2C=CC(=CC2=CC1)[S+]1CCCC1 (1-(6-n-butoxynaphthalen-2-yl)tetrahydrothiophenium methane sulfonate). The solvent is ClCCl (dichloromethane). Conditions: time 12 hour. Product: C12C(CC(CC1)C2)C(C(S(=O)(=O)[O-])(F)F)(F)F.C(CCC)OC=2C=C1C=CC(=CC1=CC2)[S+]2CCCC2 (1-(6-n-butoxynaphthalen-2-yl)tetrahydrothiophenium 2-(bicyclo[2.2.1]heptan-2-yl)tetrafluoroethane sulfonate). Reaction SMILES: [CH:1]12[CH2:7][CH:4]([CH2:5][CH2:6]1)[CH2:3][CH:2]2[C:8]([F:17])([F:16])[C:9]([F:15])([F:14])[S:10]([O-:13])(=[O:12])=[O:11].[Na+].CS([O-])(=O)=O.[CH2:24]([O:28][C:29]1[CH:30]=[C:31]2[C:36](=[CH:37][CH:38]=1)[CH:35]=[C:34]([S+:39]1[CH2:43][CH2:42][CH2:41][CH2:40]1)[CH:33]=[CH:32]2)[CH2:25][CH2:26][CH3:27]>ClCCl>[CH:1]12[CH2:7][CH:4]([CH2:5][CH2:6]1)[CH2:3][CH:2]2[C:8]([F:17])([F:16])[C:9]([F:14])([F:15])[S:10]([O-:13])(=[O:11])=[O:12].[CH2:24]([O:28][C:29]1[CH:30]=[C:31]2[C:36](=[CH:37][CH:38]=1)[CH:35]=[C:34]([S+:39]1[CH2:40][CH2:41][CH2:42][CH2:43]1)[CH:33]=[CH:32]2)[CH2:25][CH2:26][CH3:27] |f:0.1,2.3,5.6|. Procedure details: 100 ml of dichloromethane and 28.61 g of sodium 2-(bicyclo[2.2.1]heptan-2-yl)tetrafluoroethane sulfonate were added to the aqueous solution of 1-(6-n-butoxynaphthalen-2-yl)tetrahydrothiophenium methane sulfonate and the mixture was stirred for 12 hours. After removing the water layer using a separating funnel, the organic layer was washed five times with 40 ml of purified water. The solvent was evaporated using a rotary evaporator under reduced pressure by a stream aspirator at room temperature ... The yield is 82.1%. Yields the product C1(CC1)N1C=C(C(C=2C=C3C(=NC12)C=C(C(=C3)F)N3CC(NCC3)C)=O)C(=O)O (1-Cyclopropyl-7-fluoro-8-(3-methyl-1-piperazinyl)-4-oxo-1,4-dihydro-benzo[b][1,8]naphthyridine-3-carboxylic acid), O.C1(CC1)N1C=C(C(C=2C=C3C(=NC12)C=C(C(=C3)F)N3CC(NCC3)C)=O)C(=O)O.C3(CC3)N3C=C(C(C=1C=C2C(=NC31)C=C(C(=C2)F)N2CC(NCC2)C)=O)C(=O)O (1-cyclopropyl-7-fluoro-8-(3-methyl-1-piperazinyl)-4-oxo-1,4-dihydro-benzo[b][1,8]naphthyridine-3-carboxylic acid hemihydrate). Starting materials: ClC=1C(=CC=2C(=NC=3N(C=C(C(C3C2)=O)C(=O)O)C2CC2)C1)F (8-chloro-1-cyclopropyl-7-fluoro-4-oxo-1,4-dihydro-benzo[b][1,8]naphthyridine-3-carboxylic acid), CC1NCCNC1 (2-methylpiperazine). Procedure: 1-Cyclopropyl-7-fluoro-8-(3-methyl-1-piperazinyl)-4-oxo-1,4-dihydro-benzo[b][1,8]naphthyridine-3-carboxylic acid is prepared under the conditions of Reference Example 1 but starting from 1 g of 8-chloro-1-cyclopropyl-7-fluoro-4-oxo-1,4-dihydro-benzo[b][1,8]naphthyridine-3-carboxylic acid and 3 g of 2-methylpiperazine in 10 cm3 of pyridine. The pure product is obtained after a supplementary purification by recrystallization from 200 cm3 of dimethylformamide. 0.5 g of 1-cyclopropyl-7-fluoro-8-(3-m... Run in N1=CC=CC=C1 (pyridine). As a reaction SMILES: Cl[C:2]1[C:3]([F:23])=[CH:4][C:5]2[C:6]([CH:22]=1)=[N:7][C:8]1[N:9]([CH:19]3[CH2:21][CH2:20]3)[CH:10]=[C:11]([C:16]([OH:18])=[O:17])[C:12](=[O:15])[C:13]=1[CH:14]=2.[CH3:24][CH:25]1[CH2:30][NH:29][CH2:28][CH2:27][NH:26]1>N1C=CC=CC=1>[CH:19]1([N:9]2[C:8]3[N:7]=[C:6]4[CH:22]=[C:2]([N:29]5[CH2:28][CH2:27][NH:26][CH:25]([CH3:24])[CH2:30]5)[C:3]([F:23])=[CH:4][C:5]4=[CH:14][C:13]=3[C:12](=[O:15])[C:11]([C:16]([OH:18])=[O:17])=[CH:10]2)[CH2:21][CH2:20]1.[OH2:15].[CH:19]1([N:9]2[C:8]3[N:7]=[C:6]4[CH:22]=[C:2]([N:29]5[CH2:28][CH2:27][NH:26][CH:25]([CH3:24])[CH2:30]5)[C:3]([F:23])=[CH:4][C:5]4=[CH:14][C:13]=3[C:12](=[O:15])[C:11]([C:16]([OH:18])=[O:17])=[CH:10]2)[CH2:21][CH2:20]1.[CH:19]1([N:9]2[C:8]3[N:7]=[C:6]4[CH:22]=[C:2]([N:29]5[CH2:28][CH2:27][NH:26][CH:25]([CH3:24])[CH2:30]5)[C:3]([F:23])=[CH:4][C:5]4=[CH:14][C:13]=3[C:12](=[O:15])[C:11]([C:16]([OH:18])=[O:17])=[CH:10]2)[CH2:21][CH2:20]1 |f:4.5.6|. Starting materials: NC1=C(C=CC=C1)O (2-aminophenol), BrCCCCCC(=O)Cl (6-bromohexanoyl chloride), crude product. Run in C(C)(=O)OCC (ethyl acetate). The product is BrCCCCCC(=O)NC1=C(C=CC=C1)O (6-Bromo-N-(2-hydroxyphenyl)hexanamide). The yield is 73.0%. RXN SMILES: [NH2:1][C:2]1[CH:7]=[CH:6][CH:5]=[CH:4][C:3]=1[OH:8].[Br:9][CH2:10][CH2:11][CH2:12][CH2:13][CH2:14][C:15](Cl)=[O:16]>C(OCC)(=O)C>[Br:9][CH2:10][CH2:11][CH2:12][CH2:13][CH2:14][C:15]([NH:1][C:2]1[CH:7]=[CH:6][CH:5]=[CH:4][C:3]=1[OH:8])=[O:16]. Procedure details: was prepared in 73% yield from 34.7 g (0.23 mol) of 2-aminophenol and 32 g (0.15 mol) of 6-bromohexanoyl chloride according to the procedure of Example 1, part a, except that the addition was made at room temperature and the crude product was dissolved in ethyl acetate and washed with 1N HCl. The 6-bromo-N-(2-hydroxyphenyl)hexanamide was recrystallized from ethyl acetate-hexane, mp 88°-90° C.